Dataset: the Open Reaction Database (ORD), a public repository of structured organic reaction records. Task: describe an organic reaction: reactants, conditions, products, and yield Reactants: CO, O=C(Nc1ccccc1)c1ccccc1[N+](=O)[O-]. Yields the product Nc1ccccc1C(=O)Nc1ccccc1. RXN SMILES: [CH3:19][OH:20].[N+:1]([O-:2])(=[O:3])[c:4]1[c:5]([C:6](=[O:7])[NH:8][c:9]2[cH:10][cH:11][cH:12][cH:13][cH:14]2)[cH:15][cH:16][cH:17][cH:18]1>>[NH2:1][c:4]1[c:5]([C:6](=[O:7])[NH:8][c:9]2[cH:10][cH:11][cH:12][cH:13][cH:14]2)[cH:15][cH:16][cH:17][cH:18]1. Starting materials: O (water), NC1=C(C=NC=C1)O (4-amino-3-pyridinol), C([O-])([O-])=O.[K+].[K+] (potassium carbonate), ClCC(=O)Cl (chloroacetyl chloride). Solvent: CN(C=O)C (N,N-dimethyl formamide). Run at time 30 minute. Yields the product N1C2=C(OCC1=O)C=NC=C2 (1H-pyrido[3,4-b][1,4]-oxazin-2-one). Yield: 58.7%. Reaction SMILES: [NH2:1][C:2]1[CH:7]=[CH:6][N:5]=[CH:4][C:3]=1[OH:8].Cl[CH2:10][C:11](Cl)=[O:12].C(=O)([O-])[O-].[K+].[K+].O>CN(C)C=O>[NH:1]1[C:11](=[O:12])[CH2:10][O:8][C:3]2[CH:4]=[N:5][CH:6]=[CH:7][C:2]1=2 |f:2.3.4|. Reported procedure: 4-amino-3-pyridinol (650 mg, 5.904 mmol) was dissolved in anhydrous N,N-dimethyl formamide (15 ml) under nitrogen atmosphere, and chloroacetyl chloride (0.52 ml, 6.494 mmol) solution was added thereto dropwise at room temperature and then stirred for 30 minutes. Then, potassium carbonate (2.0 g, 14.760 mmol) was added thereto dropwise at room temperature, and the reaction mixture was heated at 100□ for 18 hours. The reaction mixture was cooled to room temperature and water was added to quench th... Starting materials: N(=[N+]=[N-])CCOC([C@H]1CN(CCC1)C(=O)OC(C)(C)C)C1=C(C(=CC=C1)F)C1=CC(=CC=C1)C ((3R)-tert-butyl 3-((2-azidoethoxy)(6-fluoro-3′-methylbiphenyl-2-yl)methyl)piperidine-1-carboxylate). The reagents and catalysts are [Pd] (Pd/C). The solvent is CO (methanol). Run at time 8 hour. Yields the product NCCO[C@H]([C@H]1CN(CCC1)C(=O)OC(C)(C)C)C1=C(C(=CC=C1)F)C1=CC(=CC=C1)C ((3R)-tert-butyl 3-((R)-(2-aminoethoxy)(6-fluoro-3′-methylbiphenyl-2-yl)methyl)piperidine-1-carboxylate). Yield: 26.2%. As a reaction SMILES: [N:1]([CH2:4][CH2:5][O:6][CH:7]([C:21]1[CH:26]=[CH:25][CH:24]=[C:23]([F:27])[C:22]=1[C:28]1[CH:33]=[CH:32][CH:31]=[C:30]([CH3:34])[CH:29]=1)[C@@H:8]1[CH2:13][CH2:12][CH2:11][N:10]([C:14]([O:16][C:17]([CH3:20])([CH3:19])[CH3:18])=[O:15])[CH2:9]1)=[N+]=[N-]>CO.[Pd]>[NH2:1][CH2:4][CH2:5][O:6][C@@H:7]([C:21]1[CH:26]=[CH:25][CH:24]=[C:23]([F:27])[C:22]=1[C:28]1[CH:33]=[CH:32][CH:31]=[C:30]([CH3:34])[CH:29]=1)[C@@H:8]1[CH2:13][CH2:12][CH2:11][N:10]([C:14]([O:16][C:17]([CH3:20])([CH3:19])[CH3:18])=[O:15])[CH2:9]1. Procedure: A solution of (3R)-tert-butyl 3-((2-azidoethoxy)(6-fluoro-3′-methylbiphenyl-2-yl)methyl)piperidine-1-carboxylate (0.89 g) in methanol (20 mL) was added to wetted Pd/C (200 mg). After 3 cycles of evacuation and refilling with H2, a balloon of H2 was attached to the vessel and the mixture was stirred overnight. The reaction mixture was filtered through a pad of Celite and the solvent was removed to give the crude amine. Purification by preparative HPLC gave (3R)-tert-butyl 3-((R)-(2-aminoethoxy)(6... Starting materials: Cl.N1CC(CCC1)C1=CC=C(OC2=NC=C(C(=O)N)C=C2)C=C1 ((±)-6-(4-Piperidin-3-yl-phenoxy)-nicotinamide hydrochloride), Cl.N1CC(CCC1)C1=CC=C(OC2=NC=C(C(=O)N)C=C2)C=C1 ((±)-6-(4-Piperidin-3-yl-phenoxy)-nicotinamide hydrochloride), C=O (formaldehyde), [BH4-].[Na+] (sodium borohydride). Product: N (ammonia), CN1CC(CCC1)C1=CC=C(OC2=NC=C(C(=O)N)C=C2)C=C1 ((±)-6-[4-(1-Methyl-piperidin-3-yl)-phenoxy]-nicotinamide). The yield is 123.7%. As a reaction SMILES: Cl.[NH:2]1[CH2:7][CH2:6][CH2:5][CH:4]([C:8]2[CH:23]=[CH:22][C:11]([O:12][C:13]3[CH:21]=[CH:20][C:16]([C:17]([NH2:19])=[O:18])=[CH:15][N:14]=3)=[CH:10][CH:9]=2)[CH2:3]1.[CH2:24]=O.[BH4-].[Na+]>>[NH3:2].[CH3:24][N:2]1[CH2:7][CH2:6][CH2:5][CH:4]([C:8]2[CH:9]=[CH:10][C:11]([O:12][C:13]3[CH:21]=[CH:20][C:16]([C:17]([NH2:19])=[O:18])=[CH:15][N:14]=3)=[CH:22][CH:23]=2)[CH2:3]1 |f:0.1,3.4|. Reported procedure: Combine 6-(4-piperidin-3-yl-phenoxy)-nicotinamide (free base of compound of example 322) (0.95 mL of 0.12 M stock solution in methanol, 0.0341 g, 0.115 mmol) and formaldehyde (37% w/w in water, 0.014 mL, 0.156 mmol) and stir overnight. Add sodium borohydride (0.0128 g, 0.338 mmol) and stir. After 4.5 h concentrate the reaction mixture and purify by silica gel chromatography (20:1 ethyl acetate:methanol→2 M ammonia/methanol), then ion exchange chromatography (SCX resin, methanol→2 M ammonia (2M i... The reactants are O=C([O-])[O-], C=CCBr, [Cs+], [Cs+], CN(C)C=O, O, COC(=O)c1cc(O)cc(C(=O)OC)c1. The product is C=CCOc1cc(C(=O)OC)cc(C(=O)OC)c1. As a reaction SMILES: [C:16](=[O:17])([O-:18])[O-:19].[CH2:22]([CH:23]=[CH2:24])[Br:25].[Cs+:20].[Cs+:21].[O:27]=[CH:28][N:29]([CH3:30])[CH3:31].[OH2:26].[OH:1][c:2]1[cH:3][c:4]([C:12](=[O:13])[O:14][CH3:15])[cH:5][c:6]([C:7](=[O:8])[O:9][CH3:10])[cH:11]1>>[O:1]([c:2]1[cH:3][c:4]([C:12](=[O:13])[O:14][CH3:15])[cH:5][c:6]([C:7](=[O:8])[O:9][CH3:10])[cH:11]1)[CH2:24][CH:23]=[CH2:22]. Reactants: C([C@@H]1[C@H]([C@@H]([C@H]([C@H](O1)O[C@]2([C@H]([C@@H]([C@H](O2)CO)O)O)CO)O)O)O)O (sucrose), [O-][Si](=O)[O-].[Na+].[Na+] (sodium metasilicate), 200C. The product is [Si](O)(O)(O)O.C([C@@H]1[C@H]([C@@H]([C@H]([C@H](O1)O[C@]2([C@H]([C@@H]([C@H](O2)CO)O)O)CO)O)O)O)O (silicic acid sucrose). As a reaction SMILES: [CH2:1]([OH:23])[C@H:2]1[O:7][C@H:6]([O:8][C@:9]2([CH2:18][OH:19])[O:13][C@H:12]([CH2:14][OH:15])[C@@H:11]([OH:16])[C@@H:10]2[OH:17])[C@H:5]([OH:20])[C@@H:4]([OH:21])[C@@H:3]1[OH:22].[O-:24][Si:25]([O-:27])=[O:26].[Na+].[Na+]>>[Si:25]([OH:7])([OH:27])([OH:24])[OH:26].[CH2:1]([OH:23])[C@H:2]1[O:7][C@H:6]([O:8][C@:9]2([CH2:18][OH:19])[O:13][C@H:12]([CH2:14][OH:15])[C@@H:11]([OH:16])[C@@H:10]2[OH:17])[C@H:5]([OH:20])[C@@H:4]([OH:21])[C@@H:3]1[OH:22] |f:1.2.3,4.5|. Procedure: An aqueous solution containing sucrose and sodium metasilicate (sucrose content 20% and SiO2 cntent 5%) was passed through a column packed with a cation-exchange resin, Amberlite 200C (H+ form), to effect removal of sodium. There was obtained an aqueous silicic acid/sucrose solution (sucrose content 19% and SiO2 content 4.5%). Twenty (20) g of this solution was spray dried and then heated in an atmosphere of helium at 1440° C. for four hours. Consequently, there was obtained silicon carbide powd... Reactants: C(C)OC(C1=CC(=C(C=C1)C)NC1=NC=CC(=N1)C1=NC=CN=C1C)=O (4-methyl-3-[4-(3-methylpyrazin-2-yl)-pyrimidin-2-ylamino]-benzoic acid ethyl ester), C(C)OC(C1=CC=C(C=C1)NC1=NC=CC(=N1)C=1C=NC=CC1)=O (4-(4-pyridin-3-yl-pyrimidin-2-ylamino)-benzoic acid ethyl ester). The product is CC1=C(C=C(C(=O)O)C=C1)NC1=NC=CC(=N1)C1=NC=CN=C1C (4-methyl-3-[4-(3-methylpyrazin-2-yl)-pyrimidin-2-ylamino]benzoic acid). RXN SMILES: C([O:3][C:4](=[O:26])[C:5]1[CH:10]=[CH:9][C:8]([CH3:11])=[C:7]([NH:12][C:13]2[N:18]=[C:17]([C:19]3[C:24]([CH3:25])=[N:23][CH:22]=[CH:21][N:20]=3)[CH:16]=[CH:15][N:14]=2)[CH:6]=1)C.C(OC(=O)C1C=CC(NC2N=C(C3C=NC=CC=3)C=CN=2)=CC=1)C>>[CH3:11][C:8]1[CH:9]=[CH:10][C:5]([C:4]([OH:26])=[O:3])=[CH:6][C:7]=1[NH:12][C:13]1[N:18]=[C:17]([C:19]2[C:24]([CH3:25])=[N:23][CH:22]=[CH:21][N:20]=2)[CH:16]=[CH:15][N:14]=1. Reported procedure: 4-methyl-3-[4-(3-methylpyrazin-2-yl)-pyrimidin-2-ylamino]-benzoic acid ethyl ester prepared in Preparation 13 was used instead of 4-(4-pyridin-3-yl-pyrimidin-2-ylamino)-benzoic acid ethyl ester according to the similar procedure to Preparation 19 to give the titled compound as yellow solid. Reactants: CC(C)c1cc(Br)ccc1O, O=C([O-])[O-], CC(C)(C)OC(=O)N1CC=C(B2OC(C)(C)C(C)(C)O2)CC1, CCOC(C)=O, [K+], [K+], CN(C)C=O. Product: CC(C)c1cc(C2=CCN(C(=O)OC(C)(C)C)CC2)ccc1O. RXN SMILES: [Br:23][c:24]1[cH:25][c:26]([CH:31]([CH3:32])[CH3:33])[c:27]([OH:30])[cH:28][cH:29]1.[C:34](=[O:35])([O-:36])[O-:37].[CH3:1][C:2]1([CH3:3])[C:4]([CH3:5])([CH3:6])[O:7][B:8]([C:9]2=[CH:14][CH2:13][N:12]([C:15](=[O:16])[O:17][C:18]([CH3:19])([CH3:20])[CH3:21])[CH2:11][CH2:10]2)[O:22]1.[CH3:45][CH2:46][O:47][C:48](=[O:49])[CH3:50].[K+:38].[K+:39].[O:40]=[CH:41][N:42]([CH3:43])[CH3:44]>>[C:9]1([c:24]2[cH:25][c:26]([CH:31]([CH3:32])[CH3:33])[c:27]([OH:30])[cH:28][cH:29]2)=[CH:14][CH2:13][N:12]([C:15](=[O:16])[O:17][C:18]([CH3:19])([CH3:20])[CH3:21])[CH2:11][CH2:10]1. Reactants: OC1CCN(CC1)C(=O)N1CC(CC(C1)C1=CC(=C(C=C1)OC(F)(F)F)C)C(=O)O (1-[(4-Hydroxypiperidin-1-yl)carbonyl]-5-[3-methyl-4-(trifluoromethoxy)phenyl]piperidine-3-carboxylic acid), ON=C(N)C1CC1 (N′-hydroxycyclopropanecarboximidamide). Product: C1(CC1)C1=NOC(=N1)C1CN(CC(C1)C1=CC(=C(C=C1)OC(F)(F)F)C)C(=O)N1CCC(CC1)O ({3-(3-Cyclopropyl-1,2,4-oxadiazol-5-yl)-5-[3-methyl-4-(trifluoromethoxy)phenyl]piperidin-1-yl}(4-hydroxypiperidin-1-yl)methanone). As a reaction SMILES: [OH:1][CH:2]1[CH2:7][CH2:6][N:5]([C:8]([N:10]2[CH2:15][CH:14]([C:16]3[CH:21]=[CH:20][C:19]([O:22][C:23]([F:26])([F:25])[F:24])=[C:18]([CH3:27])[CH:17]=3)[CH2:13][CH:12]([C:28]([OH:30])=O)[CH2:11]2)=[O:9])[CH2:4][CH2:3]1.O[N:32]=[C:33]([CH:35]1[CH2:37][CH2:36]1)[NH2:34]>>[CH:35]1([C:33]2[N:34]=[C:28]([CH:12]3[CH2:13][CH:14]([C:16]4[CH:21]=[CH:20][C:19]([O:22][C:23]([F:25])([F:24])[F:26])=[C:18]([CH3:27])[CH:17]=4)[CH2:15][N:10]([C:8]([N:5]4[CH2:6][CH2:7][CH:2]([OH:1])[CH2:3][CH2:4]4)=[O:9])[CH2:11]3)[O:30][N:32]=2)[CH2:37][CH2:36]1. Reported procedure: 100 mg (0.22 mmol) of the compound from Example 170A and 33 mg (0.331 mmol) of N′-hydroxycyclopropanecarboximidamide were reacted according to the General Method 2. Yield: 41 mg (37% of theory)